Task: describe an organic reaction: reactants, conditions, products, and yield. Dataset: the Open Reaction Database (ORD), a public repository of structured organic reaction records Reactants: C(=O)(O)[O-].[Na+] (NaHCO3), C(Cl)Cl (DCM), N1=NC(=CC2=C1OCCO2)C=O (6,7-dihydro[1,4]dioxino[2,3-c]pyridazine-3-carbaldehyde), C(C)(=O)O[BH-](OC(C)=O)OC(C)=O.[Na+] (sodium triacetoxyborohydride), NC1CCN(CC1)CCN1C2=C(N=CC1=O)C=CC(=N2)OC (4-[2-(4-amino-1-piperidinyl)ethyl]-6-(methyloxy)pyrido[2,3-b]pyrazin-3(4H)-one), N1=NC(=CC2=C1OCCO2)C=O (6,7-dihydro[1,4]dioxino[2,3-c]pyridazine-3-carbaldehyde), C(Cl)Cl (DCM), C(C)(=O)O[BH-](OC(C)=O)OC(C)=O.[Na+] (Sodium triacetoxyborohydride). Run in CO (MeOH), CO (MeOH). Reaction conditions: time 24 hour. Product: Cl.Cl.N1=NC(=CC2=C1OCCO2)CNC2CCN(CC2)CCN2C1=C(N=CC2=O)C=CC(=N1)OC (4-(2-{4-[(6,7-dihydro[1,4]dioxino[2,3-c]pyridazin-3-ylmethyl)amino]-1-piperidinyl}ethyl)-6-(methyloxy)pyrido[2,3-b]pyrazin-3(4H)-one Dihydrochloride). Yield: 35.0%. Reaction SMILES: [NH2:1][CH:2]1[CH2:7][CH2:6][N:5]([CH2:8][CH2:9][N:10]2[C:15](=[O:16])[CH:14]=[N:13][C:12]3[CH:17]=[CH:18][C:19]([O:21][CH3:22])=[N:20][C:11]2=3)[CH2:4][CH2:3]1.[N:23]1[C:28]2[O:29][CH2:30][CH2:31][O:32][C:27]=2[CH:26]=[C:25]([CH:33]=O)[N:24]=1.C(O[BH-](OC(=O)C)OC(=O)C)(=O)C.[Na+].C([O-])(O)=O.[Na+].C(Cl)[Cl:55]>CO>[ClH:55].[ClH:55].[N:23]1[C:28]2[O:29][CH2:30][CH2:31][O:32][C:27]=2[CH:26]=[C:25]([CH2:33][NH:1][CH:2]2[CH2:3][CH2:4][N:5]([CH2:8][CH2:9][N:10]3[C:15](=[O:16])[CH:14]=[N:13][C:12]4[CH:17]=[CH:18][C:19]([O:21][CH3:22])=[N:20][C:11]3=4)[CH2:6][CH2:7]2)[N:24]=1 |f:2.3,4.5,8.9.10|. Reported procedure: A solution of 4-[2-(4-amino-1-piperidinyl)ethyl]-6-(methyloxy)pyrido[2,3-b]pyrazin-3(4H)-one (50 mg, 0.1648 mmoles) and 6,7-dihydro[1,4]dioxino[2,3-c]pyridazine-3-carbaldehyde (30.1 mg, 0.181 mmoles) in anhydrous DCM (5 ml) and anhydrous MeOH (0.5 ml) was stirred at rt for 5 minutes. Sodium triacetoxyborohydride (115 mg, 0.543 mmoles) was added and the mixture was stirred, under argon, for 24 hours. A further 6,7-dihydro[1,4]dioxino[2,3-c]pyridazine-3-carbaldehyde (15 mg, 0.09 mmoles) and sodium... Starting materials: CC(=O)N1CCN(CCCl)CC1, O=C([O-])[O-], CN1CCCC1=O, COc1cc2c(Oc3ccc4[nH]c(C)cc4c3F)ncnc2cc1O, [K+], [K+], O. Product: COc1cc2c(Oc3ccc4[nH]c(C)cc4c3F)ncnc2cc1OCCN1CCN(C(C)=O)CC1. Reaction SMILES: [C:26]([CH3:27])(=[O:28])[N:29]1[CH2:30][CH2:31][N:32]([CH2:35][CH2:36][Cl:37])[CH2:33][CH2:34]1.[C:38](=[O:39])([O-:40])[O-:41].[CH3:45][N:46]1[CH2:47][CH2:48][CH2:49][C:50]1=[O:51].[F:1][c:2]1[c:3]2[cH:4][c:5]([CH3:25])[nH:6][c:7]2[cH:8][cH:9][c:10]1[O:11][c:12]1[n:13][cH:14][n:15][c:16]2[cH:17][c:18]([OH:24])[c:19]([O:22][CH3:23])[cH:20][c:21]12.[K+:42].[K+:43].[OH2:44]>>[F:1][c:2]1[c:3]2[cH:4][c:5]([CH3:25])[nH:6][c:7]2[cH:8][cH:9][c:10]1[O:11][c:12]1[n:13][cH:14][n:15][c:16]2[cH:17][c:18]([O:24][CH2:36][CH2:35][N:32]3[CH2:31][CH2:30][N:29]([C:26]([CH3:27])=[O:28])[CH2:34][CH2:33]3)[c:19]([O:22][CH3:23])[cH:20][c:21]12.